describe an organic reaction: reactants, conditions, products, and yield From a dataset of the Open Reaction Database (ORD), a public repository of structured organic reaction records. Reactants: COC[C@]12[C@@H](CC(C=C1CC[C@H]1[C@@H]3CCC([C@@]3(C)CC[C@H]21)=O)=O)C (19-methoxy-1β-methyl-4-androstene-3,17-dione), COC[C@]12CCC(C=C1[C@H](C[C@H]1[C@@H]3CCC([C@@]3(C)CC[C@H]21)=O)C)=O (19-methoxy-6α-methyl-4-androstene-3,17-dione). The product is COC[C@]12[C@@H](C[C@@H](C=C1CC[C@H]1[C@@H]3CC[C@@H]([C@@]3(C)CC[C@H]21)O)O)C (19-methoxy-1β-methyl-4-androstene-3β,17β-diol), COC[C@]12CC[C@@H](C=C1[C@H](C[C@H]1[C@@H]3CC[C@@H]([C@@]3(C)CC[C@H]21)O)C)O (19-methoxy-6α-methyl-4-androstene-3β,17β-diol). Reaction SMILES: [CH3:1][O:2][CH2:3][C@@:4]12[C@@H:21]3[C@H:12]([C@H:13]4[C@@:17]([CH2:19][CH2:20]3)([CH3:18])[C:16](=[O:22])[CH2:15][CH2:14]4)[CH2:11][CH2:10][C:9]1=[CH:8][C:7](=[O:23])[CH2:6][C@H:5]2[CH3:24].[CH3:25][O:26][CH2:27][C@@:28]12[C@@H:45]3[C@H:36]([C@H:37]4[C@@:41]([CH2:43][CH2:44]3)([CH3:42])[C:40](=[O:46])[CH2:39][CH2:38]4)[CH2:35][C@H:34]([CH3:47])[C:33]1=[CH:32][C:31](=[O:48])[CH2:30][CH2:29]2>>[CH3:1][O:2][CH2:3][C@@:4]12[C@@H:21]3[C@H:12]([C@H:13]4[C@@:17]([CH2:19][CH2:20]3)([CH3:18])[C@@H:16]([OH:22])[CH2:15][CH2:14]4)[CH2:11][CH2:10][C:9]1=[CH:8][C@@H:7]([OH:23])[CH2:6][C@H:5]2[CH3:24].[CH3:25][O:26][CH2:27][C@@:28]12[C@@H:45]3[C@H:36]([C@H:37]4[C@@:41]([CH2:43][CH2:44]3)([CH3:42])[C@@H:40]([OH:46])[CH2:39][CH2:38]4)[CH2:35][C@H:34]([CH3:47])[C:33]1=[CH:32][C@@H:31]([OH:48])[CH2:30][CH2:29]2. Procedure details: Substituting 19-methoxy-1β-methyl-4-androstene-3,17-dione and 19-methoxy-6α-methyl-4-androstene-3,17-dione results in the preparation of 19-methoxy-1β-methyl-4-androstene-3β,17β-diol and 19-methoxy-6α-methyl-4-androstene-3β,17β-diol. Starting materials: polymer, C(C(CO)(CO)N)O (trisamine), C(CC)S(=O)(=O)Cl (1-propanesulfonyl chloride), N1=CC=CC=C1 (pyridine), N1C=NC(=C1)C1C=2C=CC=C(C2CCC1)N (5-(1H-imidazol-4-yl)-5,6,7,8-tetrahydro-1-naphthalenamine). Run in C(Cl)Cl (CH2Cl2), C(Cl)Cl (CH2Cl2), ClCCl (dichloromethane). Conditions: time 8 hour. Yields the product N1C=NC=C1C1C=2C=CC=C(C2CCC1)NS(=O)(=O)CCC (N-[5-(1H-imidazol-5-yl)-5,6,7,8-tetrahydro-1-naphthalenyl]-1-propanesulfonamide). Yield: 21.9%. As a reaction SMILES: [CH2:1]([S:4](Cl)(=[O:6])=[O:5])[CH2:2][CH3:3].N1C=CC=CC=1.[NH:14]1[CH:18]=[C:17]([CH:19]2[CH2:28][CH2:27][CH2:26][C:25]3[C:24]([NH2:29])=[CH:23][CH:22]=[CH:21][C:20]2=3)[N:16]=[CH:15]1.C(O)C(N)(CO)CO>ClCCl>[NH:16]1[C:17]([CH:19]2[CH2:28][CH2:27][CH2:26][C:25]3[C:24]([NH:29][S:4]([CH2:1][CH2:2][CH3:3])(=[O:6])=[O:5])=[CH:23][CH:22]=[CH:21][C:20]2=3)=[CH:18][N:14]=[CH:15]1. Reported procedure: To a solution of 1-propanesulfonyl chloride (20.5 mg, 0.14 mmol) in dichloromethane (250 mL) was added pyridine (78 mL, 0.96 mmol) followed 5-(1H-imidazol-4-yl)-5,6,7,8-tetrahydro-1-naphthalenamine (30 mg, 0.096 mmol) dissolved in CH2Cl2 (1 mL). The CH2Cl2 was removed under vacuum and the reaction gently shaken at ambient temperature overnight. To the reaction was added 1.0 mL of CH2Cl2 followed by 200 mg of polymer supported trisamine (Argonaut laboratories). The reaction was shaken at room tem...